From a dataset of the Open Reaction Database (ORD), a public repository of structured organic reaction records. describe an organic reaction: reactants, conditions, products, and yield Starting materials: CCN=C=NCCCN(C)C (EDCI), C1=CC=C2C(=C1)N=NN2O.O (HOBT monohydrate), C(C)(C)(C)OC(=O)N1CCC(CC1)C(=O)O (1-(tert-butoxycarbonyl)piperidine-4-carboxylic acid), NC=1C=C2C=CNC2=CC1 (5-Aminoindole). Run in CN(C)C=O (DMF), O (water). Run at time 2 hour. Product: C(C)(C)(C)OC(=O)N1CCC(CC1)C(=O)NC=1C=C2C=CNC2=CC1 (5-[1-(tert-butoxycarbonyl)piperidine-4-carbonylamino]indole). The yield is 54.6%. Reaction SMILES: [NH2:1][C:2]1[CH:3]=[C:4]2[C:8](=[CH:9][CH:10]=1)[NH:7][CH:6]=[CH:5]2.CCN=C=NCCCN(C)C.C1C=C2N=NN(O)C2=CC=1.O.[C:33]([O:37][C:38]([N:40]1[CH2:45][CH2:44][CH:43]([C:46](O)=[O:47])[CH2:42][CH2:41]1)=[O:39])([CH3:36])([CH3:35])[CH3:34]>CN(C=O)C.O>[C:33]([O:37][C:38]([N:40]1[CH2:45][CH2:44][CH:43]([C:46]([NH:1][C:2]2[CH:3]=[C:4]3[C:8](=[CH:9][CH:10]=2)[NH:7][CH:6]=[CH:5]3)=[O:47])[CH2:42][CH2:41]1)=[O:39])([CH3:36])([CH3:35])[CH3:34] |f:2.3|. Reported procedure: 5-Aminoindole (100 mg, 0.757 mmol) was dissolved in DMF (2 mL), and the solution was added with EDCI (290 mg, 1.51 mmol), HOBT monohydrate (102 mg, 0.755 mmol) and 1-(tert-butoxycarbonyl)piperidine-4-carboxylic acid (208 mg, 0.907 mmol), followed by stirring at room temperature for 2 hours. The reaction mixture was added with water and extracted with ethyl acetate. The organic layer was washed with 1 mol/L hydrochloric acid, saturated aqueous sodium hydrogencarbonate solution and saturated brine... Starting materials: [NH4+].[OH-] (NH4OH), C(#N)C1=CC=CC(=N1)C1=NC(=CC(=C1)C1=CC=C(C=C1)OC)C1=NC(=CC=C1)C#N (6,6"-Dicyano-4'-(4-methoxyphenyl)-2,2':6',2"-terpyridine), CO (methanol), C(Cl)Cl (methylene chloride). Solvent: C(C)(=O)O (acetic acid). Conditions: temperature 50 celsius, time 19 hour. Product: NCC1=CC=CC(=N1)C1=NC(=CC(=C1)C1=CC=C(C=C1)OC)C1=NC(=CC=C1)CN (6,6"-Bis(aminomethyl)-4'-(4-methoxyphenyl)-2,2':6',2"-terpyridine). Reaction SMILES: [C:1]([C:3]1[N:8]=[C:7]([C:9]2[CH:14]=[C:13]([C:15]3[CH:20]=[CH:19][C:18]([O:21][CH3:22])=[CH:17][CH:16]=3)[CH:12]=[C:11]([C:23]3[CH:28]=[CH:27][CH:26]=[C:25]([C:29]#[N:30])[N:24]=3)[N:10]=2)[CH:6]=[CH:5][CH:4]=1)#[N:2].C(Cl)Cl.CO.[NH4+].[OH-]>C(O)(=O)C>[NH2:30][CH2:29][C:25]1[N:24]=[C:23]([C:11]2[CH:12]=[C:13]([C:15]3[CH:16]=[CH:17][C:18]([O:21][CH3:22])=[CH:19][CH:20]=3)[CH:14]=[C:9]([C:7]3[CH:6]=[CH:5][CH:4]=[C:3]([CH2:1][NH2:2])[N:8]=3)[N:10]=2)[CH:28]=[CH:27][CH:26]=1 |f:3.4|. Reported procedure: 6,6"-Dicyano-4'-(4-methoxyphenyl)-2,2':6',2"-terpyridine (1.556 g, 4.0 mmole) prepared in example 14 was dissolved in Ultrex acetic acid (130 mL, Baker) in a Parr hydrogenation bottle by warming to 50° C. for 25 minutes. The solution was sparged with argon for 5 minutes, 10% Pd/C (470 mg) was added under argon, and the reaction mixture was hydrogenated at 45 psi and 45° C. for 19 hours in a Parr hydrogenation apparatus. After venting excess hydrogen and replacing it with argon, the catalyst was ... Product: C(C1=CC=CC=C1)[C@@H]1C[C@H](N([C@H]1C1=CC=CC=C1)C(CNC(NC=1C=C(C(=O)O)C=CC1)=O)=O)C(=O)OC(C)(C)C ((2S,4R,5R)-3-{3-[2-(4-benzyl-2-tert-butoxycarbonyl-5-phenyl-1-pyrrolidinyl)-2-oxoethyl]ureido}benzoic acid). The reagents and catalysts are [Pd] (palladium-on-charcoal). Reported procedure: A The reaction is carried out in a way analogous to that described in Example 2A, but from 5.8 g of tert-butyl (2RS,4SR,5RS)-1-{2-[3-(3-(benzyloxycarbonyl)phenyl)ureido]acetyl}-5-(2-fluorophenyl)-4-(phenylsulphonyl)pyrrolidine-2-carboxylate and 0.6 g of 10% palladium-on-charcoal in 200 cm3 of ethanol. After treatment, there are obtained 2.85 g of (2RS,4SR,5RS)-3-{3-[2-(2-tert-butoxycarbonyl-5-(2-fluorophenyl)-4-phenylsulphonyl-1-pyrrolidinyl)2-oxoethyl]ureido}benzoic acid [Rf =0.25; eluent: meth... Run in C(C)O (ethanol). Yield: 126.1%. RXN SMILES: C([O:8][C:9]([C:11]1[CH:12]=[C:13]([NH:17][C:18](=[O:51])[NH:19][CH2:20][C:21]([N:23]2[CH:27]([C:28]3[CH:33]=[CH:32][CH:31]=[CH:30][C:29]=3F)[CH:26](S(C3C=CC=CC=3)(=O)=O)[CH2:25][CH:24]2[C:44]([O:46][C:47]([CH3:50])([CH3:49])[CH3:48])=[O:45])=[O:22])[CH:14]=[CH:15][CH:16]=1)=[O:10])C1C=CC=CC=1>C(O)C.[Pd]>[CH2:9]([C@H:26]1[C@H:27]([C:28]2[CH:33]=[CH:32][CH:31]=[CH:30][CH:29]=2)[N:23]([C:21](=[O:22])[CH2:20][NH:19][C:18](=[O:51])[NH:17][C:13]2[CH:12]=[C:11]([CH:16]=[CH:15][CH:14]=2)[C:9]([OH:8])=[O:10])[C@H:24]([C:44]([O:46][C:47]([CH3:48])([CH3:49])[CH3:50])=[O:45])[CH2:25]1)[C:11]1[CH:12]=[CH:13][CH:14]=[CH:15][CH:16]=1. Reactants: C(C1=CC=CC=C1)OC(=O)C=1C=C(C=CC1)NC(NCC(=O)N1C(CC(C1C1=C(C=CC=C1)F)S(=O)(=O)C1=CC=CC=C1)C(=O)OC(C)(C)C)=O (tert-butyl (2RS,4SR,5RS)-1-{2-[3-(3-(benzyloxycarbonyl)phenyl)ureido]acetyl}-5-(2-fluorophenyl)-4-(phenylsulphonyl)pyrrolidine-2-carboxylate). The reactants are COC(=O)C(CC(C)C)NCc1cccnc1, CP(=O)(Cl)c1ccccc1, CN1CCOCC1, CN(C)c1ccncc1, ClCCl. Product: COC(=O)C(N)CC(C)C. RXN SMILES: [CH3:11][O:12][C:13]([CH:14]([NH:15][CH2:16][c:17]1[cH:18][cH:19][cH:20][n:21][cH:22]1)[CH2:23][CH:24]([CH3:25])[CH3:26])=[O:27].[CH3:1][P:2]([Cl:3])([c:4]1[cH:5][cH:6][cH:7][cH:8][cH:9]1)=[O:10].[CH3:28][N:29]1[CH2:30][CH2:31][O:32][CH2:33][CH2:34]1.[CH3:38][N:39]([CH3:40])[c:41]1[cH:42][cH:43][n:44][cH:45][cH:46]1.[Cl:35][CH2:36][Cl:37]>>[CH3:11][O:12][C:13]([CH:14]([NH2:15])[CH2:23][CH:24]([CH3:25])[CH3:26])=[O:27]. Starting materials: C[Si](Cl)(C)C (trimethylchlorosilane), CC=1C=C(C=C(C1)C)N=C=O (3,5-Dimethylphenyl isocyanate). Yields the product CC=1C=C(N)C=C(C1)C (3,5-dimethylaniline). Reaction SMILES: C[Si](C)(C)Cl.[CH3:6][C:7]1[CH:8]=[C:9]([N:14]=C=O)[CH:10]=[C:11]([CH3:13])[CH:12]=1>>[CH3:6][C:7]1[CH:8]=[C:9]([CH:10]=[C:11]([CH3:13])[CH:12]=1)[NH2:14]. Procedure: In order to improve the properties of the thus obtained Compound Bs3 as a separating agent for chromatography, the compound was subjected to a conventional end capping treatment with trimethylchlorosilane. The resulting product was collected by filtration with a G4 glass filter and the residue was washed as above with tetrahydrofuran, methanol, acetone and hexane, and then dried in vacuum at 60° C. for 2 hours, to obtain a product to be used as a separating agent for chromatography. The chiral r... Starting materials: O=[N+]([O-])c1ccc(F)c(F)c1F, [Na+], [OH-], O, O=S(=O)(O)O. Product: O=[N+]([O-])c1ccc(F)c(F)c1O. As a reaction SMILES: [F:1][c:2]1[c:3]([N+:10](=[O:11])[O-:12])[cH:4][cH:5][c:6]([F:9])[c:7]1[F:8].[Na+:14].[OH-:13].[OH2:20].[S:15]([OH:16])(=[O:17])(=[O:18])[OH:19]>>[c:2]1([OH:16])[c:3]([N+:10](=[O:11])[O-:12])[cH:4][cH:5][c:6]([F:9])[c:7]1[F:8]. The reactants are C(C)OC(C=C(C1=CC=CC=C1)C1=CC=C2C=CN(C2=C1)C)=O (3-(1-methyl-1H-indol-6-yl)-3-phenyl-acrylic acid ethyl ester), C(C)OC(C=C(C1=CC=CC=C1)C1=C2C(=CNC2=CC=C1)C#N)=O (3-(3-cyano-1H-Indol-4-yl)-3-phenyl-acrylic acid ethyl ester). The product is CNC(C=C(C1=CC=CC=C1)C1=CC=C2C=CN(C2=C1)C)=O (N-Methyl-3-(1-methyl-1H-indol-6-yl)-3-phenyl-acrylamide). RXN SMILES: C(O[C:4](=[O:23])[CH:5]=[C:6]([C:13]1[CH:21]=[C:20]2[C:16]([CH:17]=[CH:18][N:19]2[CH3:22])=[CH:15][CH:14]=1)[C:7]1[CH:12]=[CH:11][CH:10]=[CH:9][CH:8]=1)C.C(OC(=O)C=C(C1C=CC=C2C=1C(C#N)=[CH:39][NH:40]2)C1C=CC=CC=1)C>>[CH3:39][NH:40][C:4](=[O:23])[CH:5]=[C:6]([C:13]1[CH:21]=[C:20]2[C:16]([CH:17]=[CH:18][N:19]2[CH3:22])=[CH:15][CH:14]=1)[C:7]1[CH:12]=[CH:11][CH:10]=[CH:9][CH:8]=1. Procedure: N-Methyl-3-(1-methyl-1H-indol-6-yl)-3-phenyl-acrylamide CXLIV was prepared from 3-(1-methyl-1H-indol-6-yl)-3-phenyl-acrylic acid ethyl ester using the procedure described above for preparation of 3-(1H-Indol-7-yl)-N-methyl-3-phenyl-acrylamide XVIII (see Example 4). Starting materials: ClC1=CC2=C(C(OC(N2)=O)(C)C)C=C1O (7-chloro-6-hydroxy-4,4-dimethyl-4H-3,1-benzoxazin-2-one), C1(=CC=CC=C1)S(=O)CCCCBr (4-phenylsulfinyl-butylbromide). The product is ClC1=CC2=C(C(OC(N2)=O)(C)C)C=C1OCCCCS(=O)C1=CC=CC=C1 (7-Chloro-6-(4-phenylsulfinyl-butoxy)-4,4-dimethyl-4H-3,1-benzoxazin-2-one). As a reaction SMILES: [Cl:1][C:2]1[C:14]([OH:15])=[CH:13][C:5]2[C:6]([CH3:12])([CH3:11])[O:7][C:8](=[O:10])[NH:9][C:4]=2[CH:3]=1.[C:16]1([S:22]([CH2:24][CH2:25][CH2:26][CH2:27]Br)=[O:23])[CH:21]=[CH:20][CH:19]=[CH:18][CH:17]=1>>[Cl:1][C:2]1[C:14]([O:15][CH2:27][CH2:26][CH2:25][CH2:24][S:22]([C:16]2[CH:21]=[CH:20][CH:19]=[CH:18][CH:17]=2)=[O:23])=[CH:13][C:5]2[C:6]([CH3:12])([CH3:11])[O:7][C:8](=[O:10])[NH:9][C:4]=2[CH:3]=1. Procedure: Prepared analogously to Example 4 from 7-chloro-6-hydroxy-4,4-dimethyl-4H-3,1-benzoxazin-2-one and 4-phenylsulfinyl-butylbromide. The reactants are ClC=1N=C(C2=C(N1)C=C(S2)C=O)N2CCOCC2 (2-chloro-4-morpholinothieno[3,2-d]pyrimidine-6-carbaldehyde), CNC1CCN(CC1)C (N,1-dimethylpiperidin-4-amine), CC(=O)O (AcOH), [BH-](OC(=O)C)(OC(=O)C)OC(=O)C.[Na+] (Na(OAc)3BH), intermediate, CC1(OB(OC1(C)C)C=1C=NC=CC1)C (3-(4,4,5,5-tetramethyl-1,3,2-dioxaborolan-2-yl)pyridine). The solvent is ClCCCl (1,2-dichloroethane). Run at time 10 minute. Yields the product CN(C1CCN(CC1)C)CC1=CC=2N=C(N=C(C2S1)N1CCOCC1)C=1C=NC=CC1 (N,1-dimethyl-N-((4-morpholino-2-(pyridin-3-yl)thieno[3,2-d]pyrimidin-6-yl)methyl)piperidin-4-amine). Reaction SMILES: Cl[C:2]1[N:3]=[C:4]([N:13]2[CH2:18][CH2:17][O:16][CH2:15][CH2:14]2)[C:5]2[S:10][C:9]([CH:11]=O)=[CH:8][C:6]=2[N:7]=1.[CH3:19][NH:20][CH:21]1[CH2:26][CH2:25][N:24]([CH3:27])[CH2:23][CH2:22]1.CC(O)=O.[BH-](OC(C)=O)(OC(C)=O)OC(C)=O.[Na+].CC1(C)C(C)(C)OB([C:54]2[CH:55]=[N:56][CH:57]=[CH:58][CH:59]=2)O1>ClCCCl>[CH3:19][N:20]([CH2:11][C:9]1[S:10][C:5]2[C:4]([N:13]3[CH2:18][CH2:17][O:16][CH2:15][CH2:14]3)=[N:3][C:2]([C:54]3[CH:55]=[N:56][CH:57]=[CH:58][CH:59]=3)=[N:7][C:6]=2[CH:8]=1)[CH:21]1[CH2:26][CH2:25][N:24]([CH3:27])[CH2:23][CH2:22]1 |f:3.4|. Procedure details: To a solution of 2-chloro-4-morpholinothieno[3,2-d]pyrimidine-6-carbaldehyde (0.5 g, 1.8 mmol) in 1,2-dichloroethane (10 mL) was added N,1-dimethylpiperidin-4-amine (0.3 g, 2.3 mmol) and AcOH (100 μL, 1.8 mmol). After stirring 10 min at room temperature, Na(OAc)3BH (0.5 g, 2.1 mmol) was added and the resulting mixture stirred overnight. The reaction was quenched by the addition of saturated aqueous NaHCO3 and the organic layer was separated. The aqueous layer was extracted with CH2Cl2 and the co... Starting materials: [C-]#N.[Na+] (sodium cyanide), C(C)(C)(C)C1=C(C(=CC(=C1)C(C)(C)C)C(C1=CC=CC=C1)N(C)C)O (2,4-di-tert-butyl-6-(dimethylaminophenyl-methyl)-phenol), compound ( 201 ), C(C)(C)(C)OC (tert-butyl-methylether). The solvent is O (water), S1(=O)(=O)CCCC1 (sulfolane). Conditions: temperature 120 celsius. Product: NC=1OC2=C(C1C1=CC=CC=C1)C=C(C=C2C(C)(C)C)C(C)(C)C (2-amino-3-phenyl-5,7-di-tert-butyl-benzofurane). Isolated yield 99.5%. Reaction SMILES: [C-:1]#[N:2].[Na+].[C:4]([C:8]1[CH:13]=[C:12]([C:14]([CH3:17])([CH3:16])[CH3:15])[CH:11]=[C:10]([CH:18](N(C)C)[C:19]2[CH:24]=[CH:23][CH:22]=[CH:21][CH:20]=2)[C:9]=1[OH:28])([CH3:7])([CH3:6])[CH3:5].C(OC)(C)(C)C>O.S1(CCCC1)(=O)=O>[NH2:2][C:1]1[O:28][C:9]2[C:8]([C:4]([CH3:6])([CH3:5])[CH3:7])=[CH:13][C:12]([C:14]([CH3:16])([CH3:15])[CH3:17])=[CH:11][C:10]=2[C:18]=1[C:19]1[CH:20]=[CH:21][CH:22]=[CH:23][CH:24]=1 |f:0.1|. Reported procedure: A solution of 0.98 g (20,0 mmol) of sodium cyanide in 2.0 ml of water is added to a solution of 3.39 g (10,0 mmol) of 2,4-di-tert-butyl-6-(dimethylaminophenyl-methyl)-phenol [compound (201), Table 2, prepared according to Example 2a in WO-A-99/67232] in 10 ml of sulfolane. The reaction mixture is then maintained at 120° C. for one hour. After cooling to room temperature, the reaction mixture is poured into 80 ml tert-butyl-methylether and washed three times with water. The organic phases are com...